The task is: describe an organic reaction: reactants, conditions, products, and yield. This data is from the Open Reaction Database (ORD), a public repository of structured organic reaction records. The reactants are C1(CCC1)O (cyclobutanol), BrC=1C=NC(=NC1)Cl (5-bromo-2-chloropyrimidine), [H-].[Na+] (NaH). Solvent: O1CCOCC1 (1,4-dioxane). Conditions: temperature 0 celsius, time 1 hour. Yields the product BrC=1C=NC(=NC1)OC1CCC1 (5-Bromo-2-cyclobutoxy-pyrimidine). As a reaction SMILES: [CH:1]1([OH:5])[CH2:4][CH2:3][CH2:2]1.[Br:6][C:7]1[CH:8]=[N:9][C:10](Cl)=[N:11][CH:12]=1.[H-].[Na+]>O1CCOCC1>[Br:6][C:7]1[CH:8]=[N:9][C:10]([O:5][CH:1]2[CH2:4][CH2:3][CH2:2]2)=[N:11][CH:12]=1 |f:2.3|. Reported procedure: 2.42 mL (31.0 mmol) cyclobutanol and 3.00 g (15.5 mmol) 5-bromo-2-chloropyrimidine are added to 40 mL 1,4-dioxane and cooled down to 0° C. Then the reaction mixture is charged with 1.86 g (46.5 mmol) NaH. After removing of the cooling bath the reaction mixture is stirred at r.t. for 1 h. The reaction is quenched by the addition of water and sat. aq. NaHCO3 solution. The 1,4-dioxane is removed in vacuo and the aq. residue is extracted with DCM. The org. phases are combined, washed with water and ...